This data is from the Open Reaction Database (ORD), a public repository of structured organic reaction records. The task is: describe an organic reaction: reactants, conditions, products, and yield The reactants are ClC1=CC=C(COCC2=CC=CC(=N2)N)C=C1 (6-(4-chloro-benzyloxymethyl)-pyridin-2-ylamine), ClC1=C(C(=CC(=C1)Cl)C)S(=O)(=O)Cl (2,4-dichloro-6-methyl-benzenesulfonyl chloride). Yields the product ClC1=C(C(=CC(=C1)Cl)C)S(=O)(=O)NC1=NC(=CC=C1)COCC1=CC=C(C=C1)Cl (2,4-Dichloro-N-[6-(4-chloro-benzyloxymethyl)-pyridin-2-yl]-6-methyl-benzenesulfonamide). RXN SMILES: [Cl:1][C:2]1[CH:17]=[CH:16][C:5]([CH2:6][O:7][CH2:8][C:9]2[N:14]=[C:13]([NH2:15])[CH:12]=[CH:11][CH:10]=2)=[CH:4][CH:3]=1.[Cl:18][C:19]1[CH:24]=[C:23]([Cl:25])[CH:22]=[C:21]([CH3:26])[C:20]=1[S:27](Cl)(=[O:29])=[O:28]>>[Cl:18][C:19]1[CH:24]=[C:23]([Cl:25])[CH:22]=[C:21]([CH3:26])[C:20]=1[S:27]([NH:15][C:13]1[CH:12]=[CH:11][CH:10]=[C:9]([CH2:8][O:7][CH2:6][C:5]2[CH:4]=[CH:3][C:2]([Cl:1])=[CH:17][CH:16]=2)[N:14]=1)(=[O:29])=[O:28]. Procedure: This material was prepared in analogy to example 1 from 6-(4-chloro-benzyloxymethyl)-pyridin-2-ylamine (0.08 g) and 2,4-dichloro-6-methyl-benzenesulfonyl chloride (0.092 g) as an off-white solid (0.082 g). MS (ESI−): 469.0 ([M−H]−). Reactants: COCc1nnc(-c2cccnc2)n1-c1c(Cl)c(Cl)cc2[nH]c(=O)c(=O)[nH]c12, [Na+], [Na+], O, O=S([O-])([O-])=S. The product is COCc1nnc(-c2ccc[n+]([O-])c2)n1-c1c(Cl)c(Cl)cc2[nH]c(=O)c(=O)[nH]c12. As a reaction SMILES: [Cl:1][c:2]1[c:3](-[n:15]2[c:16]([CH2:26][O:27][CH3:28])[n:17][n:18][c:19]2-[c:20]2[cH:21][n:22][cH:23][cH:24][cH:25]2)[c:4]2[nH:5][c:6](=[O:14])[c:7](=[O:13])[nH:8][c:9]2[cH:10][c:11]1[Cl:12].[Na+:34].[Na+:35].[OH2:36].[S:29]([O-:30])(=[O:31])([O-:32])=[S:33]>>[Cl:1][c:2]1[c:3](-[n:15]2[c:16]([CH2:26][O:27][CH3:28])[n:17][n:18][c:19]2-[c:20]2[cH:21][n+:22]([O-:31])[cH:23][cH:24][cH:25]2)[c:4]2[nH:5][c:6](=[O:14])[c:7](=[O:13])[nH:8][c:9]2[cH:10][c:11]1[Cl:12]. Reactants: C1(=CC=CC2=CC=CC=C12)C(CC(=O)O)CC(=O)O (3-(1-naphthyl) glutaric acid), C(C)(=O)OC(C)=O (acetic anhydride). Run in C(C)(C)OC(C)C (isopropyl ether). Product: C1(=CC=CC2=CC=CC=C12)C1CC(=O)OC(C1)=O (3-(1-naphthyl) glutaric anhydride). Reaction SMILES: [C:1]1([CH:11]([CH2:16][C:17](O)=[O:18])[CH2:12][C:13]([OH:15])=[O:14])[C:10]2[C:5](=[CH:6][CH:7]=[CH:8][CH:9]=2)[CH:4]=[CH:3][CH:2]=1.C(OC(=O)C)(=O)C>C(OC(C)C)(C)C>[C:1]1([CH:11]2[CH2:16][C:17](=[O:18])[O:14][C:13](=[O:15])[CH2:12]2)[C:10]2[C:5](=[CH:6][CH:7]=[CH:8][CH:9]=2)[CH:4]=[CH:3][CH:2]=1. Procedure: 20 g of 3-(1-naphthyl) glutaric acid (0.0774 moles) prepared by the method described by Hey et al [J. Chem. Soc. 1949, 3177-81] were suspended in 400 mL of isopropyl ether. 36.5 mL of acetic anhydride (0.387 moles) were added and the suspension, well agitated, was heated under reflux for three hours. At the end of this time, the mixture was cooled to ambient temperature and the precipitate filtered off and washed well with isopropyl ether. After drying at 60° C. under vacuum, 13.9 g of the produ... The reactants are C1(CC1)COC=1C=CC2=CN(N=C2C1)[C@@H]1CC[C@H](CC1)/C=C/C(C)=O ((3E)-4-{trans-4-[6-(cyclopropylmethoxy)-2H-indazol-2-yl]cyclohexyl}but-3-en-2-one). Run in C(C)(=O)OCC (ethyl acetate). Conditions: time 15 hour. Product: C1(CC1)COC=1C=CC2=CN(N=C2C1)[C@@H]1CC[C@H](CC1)CCC(C)=O (4-{trans-4-[6-(cyclopropylmethoxy)-2H-indazol-2-yl]cyclohexyl}butan-2-one). Yield: 95.9%. As a reaction SMILES: [CH:1]1([CH2:4][O:5][C:6]2[CH:7]=[CH:8][C:9]3[C:13]([CH:14]=2)=[N:12][N:11]([C@H:15]2[CH2:20][CH2:19][C@H:18](/[CH:21]=[CH:22]/[C:23](=[O:25])[CH3:24])[CH2:17][CH2:16]2)[CH:10]=3)[CH2:3][CH2:2]1>C(OCC)(=O)C>[CH:1]1([CH2:4][O:5][C:6]2[CH:7]=[CH:8][C:9]3[C:13]([CH:14]=2)=[N:12][N:11]([C@H:15]2[CH2:20][CH2:19][C@H:18]([CH2:21][CH2:22][C:23](=[O:25])[CH3:24])[CH2:17][CH2:16]2)[CH:10]=3)[CH2:3][CH2:2]1. Reported procedure: A mixture of (3E)-4-{trans-4-[6-(cyclopropylmethoxy)-2H-indazol-2-yl]cyclohexyl}but-3-en-2-one (2.85 g), palladium-activated carbon ethylenediamine complex (0.538 g) and ethyl acetate (100 mL) was stirred at room temperature for 15 hr under a hydrogen atmosphere. The catalyst was removed by filtration, and the filtrate was concentrated under reduced pressure to give the title compound (2.75 g). The reactants are Red phosphorus, FC=1C=NC=CC1C(C)(C)O (2-(3-Fluoro-pyridin-4-yl)-propan-2-ol), [OH-].[Na+] (NaOH). Solvent: I (HI). Reaction conditions: temperature 140 celsius, time 5 hour. The product is FC=1C=NC=CC1C(C)C (3-Fluoro-4-isopropyl-pyridine). RXN SMILES: [F:1][C:2]1[CH:3]=[N:4][CH:5]=[CH:6][C:7]=1[C:8](O)([CH3:10])[CH3:9].[OH-].[Na+]>I>[F:1][C:2]1[CH:3]=[N:4][CH:5]=[CH:6][C:7]=1[CH:8]([CH3:10])[CH3:9] |f:1.2|. Reported procedure: 2-(3-Fluoro-pyridin-4-yl)-propan-2-ol (from the previous step, 6.40 g, 41.3 mmol) was dissolved in 50 mL of 57% HI aqueous solution. Red phosphorus (4.48 g, 144.0 mmol) was added and the mixture was stirred at 140° C. for 5 hours. The reaction mixture was cooled to room temperature, neutralized with 5N aq NaOH and extracted with ether. The combined organic layers were washed with H2O and brine, then dried over Na2SO4 and concentrated under vacuum. The title compound was obtained by distillation.... Starting materials: CSC(=NCCSCc1[nH]cnc1C)NC#N, CCO, NCCCCO. The product is Cc1nc[nH]c1CSCCN=C(NC#N)NCCCCO. Reaction SMILES: [C:7](#[N:8])[NH:9][C:10]([S:11][CH3:12])=[N:13][CH2:14][CH2:15][S:16][CH2:17][c:18]1[c:19]([CH3:23])[n:20][cH:21][nH:22]1.[CH3:24][CH2:25][OH:26].[NH2:1][CH2:2][CH2:3][CH2:4][CH2:5][OH:6]>>[NH:1]([CH2:2][CH2:3][CH2:4][CH2:5][OH:6])[C:10]([NH:9][C:7]#[N:8])=[N:13][CH2:14][CH2:15][S:16][CH2:17][c:18]1[c:19]([CH3:23])[n:20][cH:21][nH:22]1. The reactants are C(C)(C)(C)OC(=O)N1[C@@H](CCCC1)C(=O)O ((2S)-1-(tert butoxycarbonyl)-2-piperidinecarboxylic acid), C[C@@H]1N([C@@H](CCC1)C)CCN (2-[(cis)-2,6-dimethyl-1-piperidinyl]ethylamine). Yields the product C[C@@H]1N([C@@H](CCC1)C)CCNC(=O)[C@H]1N(CCCC1)C(=O)OC(C)(C)C (tert-butyl (2S)-2-[(2-[(cis)-2,6-dimethyl-1-piperidinyl]ethylamino)carbonyl]-1-piperidinecarboxylate). Reaction SMILES: [C:1]([O:5][C:6]([N:8]1[CH2:13][CH2:12][CH2:11][CH2:10][C@H:9]1[C:14]([OH:16])=O)=[O:7])([CH3:4])([CH3:3])[CH3:2].[CH3:17][C@H:18]1[CH2:23][CH2:22][CH2:21][C@@H:20]([CH3:24])[N:19]1[CH2:25][CH2:26][NH2:27]>>[CH3:17][C@H:18]1[CH2:23][CH2:22][CH2:21][C@@H:20]([CH3:24])[N:19]1[CH2:25][CH2:26][NH:27][C:14]([C@@H:9]1[CH2:10][CH2:11][CH2:12][CH2:13][N:8]1[C:6]([O:5][C:1]([CH3:2])([CH3:3])[CH3:4])=[O:7])=[O:16]. Reported procedure: The title compound was prepared by a similar method to Preparation 4 from (2S)-1-(tert butoxycarbonyl)-2-piperidinecarboxylic acid [see Preparation 13] and 2-[(cis)-2,6-dimethyl-1-piperidinyl]ethylamine [J. Med. Chem., 27; 5, (1984), 684-691]. The crude product was purified by column chromatography on silica gel eluting with a solvent gradient of 100:0 changing to 92:8, by volume, dichloromethane:methanol/0.88 aqueous ammonia solution (20/1), in 1% increments to afford tert-butyl (2S)-2-[(2-[(ci...